Dataset: the Open Reaction Database (ORD), a public repository of structured organic reaction records. Task: describe an organic reaction: reactants, conditions, products, and yield Isolated yield 105.3%. Run at time 10 minute. Starting materials: [BH4-].[Na+] (sodium borohydride), O=C1CCN(C2=C(C=CC=C12)CO[Si](C)(C)C(C)(C)C)CC (4-oxo-8-t-butyldimethylsilyloxymethyl-1-ethyl-1,2,3,4-tetrahydroquinoline), O (Water). The solvent is CO (methanol). Product: [Si](C)(C)(C(C)(C)C)OCC=1C=CC=C2C(CCN(C12)CC)O (8-t-butyldimethylsilyloxymethyl-4-hydroxy-1-ethyl-1,2,3,4-tetrahydroquinoline). Reaction SMILES: [O:1]=[C:2]1[C:11]2[C:6](=[C:7]([CH2:12][O:13][Si:14]([C:17]([CH3:20])([CH3:19])[CH3:18])([CH3:16])[CH3:15])[CH:8]=[CH:9][CH:10]=2)[N:5]([CH2:21][CH3:22])[CH2:4][CH2:3]1.[BH4-].[Na+].O>CO>[Si:14]([O:13][CH2:12][C:7]1[CH:8]=[CH:9][CH:10]=[C:11]2[C:6]=1[N:5]([CH2:21][CH3:22])[CH2:4][CH2:3][CH:2]2[OH:1])([C:17]([CH3:20])([CH3:19])[CH3:18])([CH3:16])[CH3:15] |f:1.2|. Procedure: 4-oxo-8-t-butyldimethylsilyloxymethyl-1-ethyl-1,2,3,4-tetrahydroquinoline (2.17 g) was dissolved in methanol (20 ml). To this solution was added sodium borohydride (0.26 g) at room temperature, and the mixture was stirred for 10 minutes. Water was added to the reaction mixture and the solvent was distilled off to give 8-t-butyldimethylsilyloxymethyl-4-hydroxy-1-ethyl-1,2,3,4-tetrahydroquinoline (2.30 g).